From a dataset of the Open Reaction Database (ORD), a public repository of structured organic reaction records. describe an organic reaction: reactants, conditions, products, and yield The reactants are CNN (Methyl hydrazine), C(C)(C)C1=CC=C(C(=O)C2=C(C(=O)O)C=CC=C2)C=C1 (2-(4-isopropylbenzoyl)benzoic acid), O (water). Run in C1(=CC=CC=C1)C (toluene). The product is CN1C(C2=CC=CC=C2C(=N1)C1=CC=C(C=C1)C(C)C)=O (2-methyl-4-(4-isopropylphenyl)-1-(2H)-phthalazinone). Yield: 67.0%. As a reaction SMILES: [CH3:1][NH:2][NH2:3].[CH:4]([C:7]1[CH:23]=[CH:22][C:10]([C:11]([C:13]2[CH:21]=[CH:20][CH:19]=[CH:18][C:14]=2[C:15](O)=[O:16])=O)=[CH:9][CH:8]=1)([CH3:6])[CH3:5].O>C1(C)C=CC=CC=1>[CH3:1][N:2]1[N:3]=[C:11]([C:10]2[CH:9]=[CH:8][C:7]([CH:4]([CH3:5])[CH3:6])=[CH:23][CH:22]=2)[C:13]2[C:14](=[CH:18][CH:19]=[CH:20][CH:21]=2)[C:15]1=[O:16]. Reported procedure: Methyl hydrazine (8.05 g, 0.175 mol) was added to a mixture of 2-(4-isopropylbenzoyl)benzoic acid (40.2 g, 0.15 mol) in toluene (350 mL) and the mixture was heated to reflux for 3 hours with the removal of water with a Dean Stark trap. The reaction mixture was hot filtered through celite, the filtrate was concentrated to 125 mL and the filtrate was diluted with hexane (100 mL) and cooled. A solid was collected by filtration to afford 27.97 g (67%) of 2-methyl-4-(4-isopropylphenyl)-1-(2H)-phthala... The reactants are C(C)(C)(C)OC(N[C@H]1CN(CCC1)C(=O)C1=CC2=C(N(C(=N2)C2=CC=3C(=NC=CC3)N2CC(F)(F)F)C)C(=C1)OC)=O ((R)-tert-butyl(1-(7-methoxy-1-methyl-2-(1-(2,2,2-trifluoroethyl)-1H-pyrrolo[2,3-b]pyridin-2-yl)-1H-benzo[d]imidazole-5-carbonyl)piperidin-3-yl)carbamate), C(=O)(C(F)(F)F)O (TFA). The solvent is CO (methanol), ClCCl (dichloromethane). Reaction conditions: time 5 minute. Product: N[C@H]1CN(CCC1)C(=O)C1=CC2=C(N(C(=N2)C2=CC=3C(=NC=CC3)N2CC(F)(F)F)C)C(=C1)OC ((R)-(3-Aminopiperidin-1-yl)(7-methoxy-1-methyl-2-(1-(2,2,2-trifluoroethyl)-1H-pyrrolo[2,3-b]pyridin-2-yl)-1H-benzo[d]imidazol-5-yl)methanone). Isolated yield 70.8%. As a reaction SMILES: C(OC(=O)[NH:7][C@@H:8]1[CH2:13][CH2:12][CH2:11][N:10]([C:14]([C:16]2[CH:39]=[C:38]([O:40][CH3:41])[C:19]3[N:20]([CH3:37])[C:21]([C:23]4[N:31]([CH2:32][C:33]([F:36])([F:35])[F:34])[C:26]5=[N:27][CH:28]=[CH:29][CH:30]=[C:25]5[CH:24]=4)=[N:22][C:18]=3[CH:17]=2)=[O:15])[CH2:9]1)(C)(C)C.C(O)(C(F)(F)F)=O>ClCCl.CO>[NH2:7][C@@H:8]1[CH2:13][CH2:12][CH2:11][N:10]([C:14]([C:16]2[CH:39]=[C:38]([O:40][CH3:41])[C:19]3[N:20]([CH3:37])[C:21]([C:23]4[N:31]([CH2:32][C:33]([F:36])([F:35])[F:34])[C:26]5=[N:27][CH:28]=[CH:29][CH:30]=[C:25]5[CH:24]=4)=[N:22][C:18]=3[CH:17]=2)=[O:15])[CH2:9]1. Procedure: To a solution of (R)-tert-butyl(1-(7-methoxy-1-methyl-2-(1-(2,2,2-trifluoroethyl)-1H-pyrrolo[2,3-b]pyridin-2-yl)-1H-benzo[d]imidazole-5-carbonyl)piperidin-3-yl)carbamate (4.31 g, 7.35 mmol) in dichloromethane (DCM) (20 ml) at 0° C. was added TFA (9 ml, 118 mmol) dropwise. The reaction mixture was stirred for 5 minutes and allowed to warm to room temperature and stirred for 3 hours. The reaction mixture was concentrated under vacuum to afford an oil. The oil was dissolved in methanol and split in... Starting materials: CC(C)(C)OC(=O)N1CCNCC1, CCOC(C)=O, CCN(C(C)C)C(C)C, Clc1cnnc(Cl)n1, C1COCCO1. Product: CC(C)(C)OC(=O)N1CCN(c2cnnc(Cl)n2)CC1. As a reaction SMILES: [C:18](=[O:19])([O:20][C:21]([CH3:22])([CH3:23])[CH3:24])[N:25]1[CH2:26][CH2:27][NH:28][CH2:29][CH2:30]1.[CH3:31][CH2:32][O:33][C:34](=[O:35])[CH3:36].[CH:9]([N:10]([CH:11]([CH3:12])[CH3:13])[CH2:14][CH3:15])([CH3:16])[CH3:17].[Cl:1][c:2]1[n:3][n:4][cH:5][c:6]([Cl:8])[n:7]1.[O:37]1[CH2:38][CH2:39][O:40][CH2:41][CH2:42]1>>[Cl:1][c:2]1[n:3][n:4][cH:5][c:6]([N:28]2[CH2:27][CH2:26][N:25]([C:18](=[O:19])[O:20][C:21]([CH3:22])([CH3:23])[CH3:24])[CH2:30][CH2:29]2)[n:7]1. Starting materials: C(C)(C)OC1=CC=C(OC2=CC=C(C=C2)C2=NOC(=C2)C(C)N2C(C3=CC=CC=C3C2=O)=O)C=C1 (2-(1-{3-[4-(4-isopropoxyphenoxy)phenyl]isoxazol-5-yl}ethyl)-1H-isoindole-1,3(2H)-dione), O.NN (hydrazine monohydrate). Run in ClCCl (dichloromethane), C(C)O (ethanol). Reaction conditions: time 8 hour. The product is C(C)(C)OC1=CC=C(OC2=CC=C(C=C2)C2=NOC(=C2)C(C)N)C=C1 (1-{3-[4-(4-isopropoxyphenoxy)phenyl]isoxazol-5-yl}ethanamine). Reaction SMILES: [CH:1]([O:4][C:5]1[CH:35]=[CH:34][C:8]([O:9][C:10]2[CH:15]=[CH:14][C:13]([C:16]3[CH:20]=[C:19]([CH:21]([N:23]4C(=O)C5C(=CC=CC=5)C4=O)[CH3:22])[O:18][N:17]=3)=[CH:12][CH:11]=2)=[CH:7][CH:6]=1)([CH3:3])[CH3:2].O.NN>ClCCl.C(O)C>[CH:1]([O:4][C:5]1[CH:35]=[CH:34][C:8]([O:9][C:10]2[CH:15]=[CH:14][C:13]([C:16]3[CH:20]=[C:19]([CH:21]([NH2:23])[CH3:22])[O:18][N:17]=3)=[CH:12][CH:11]=2)=[CH:7][CH:6]=1)([CH3:2])[CH3:3] |f:1.2|. Reported procedure: To a solution of Example 17E (168 g, 3.59 mmol) in dichloromethane (25 ml) and ethanol (2.5 mL) was added hydrazine monohydrate (100 mL, 20.6 mmol). The mixture was stirred at room temperature overnight. The reaction was filtered and the filtrate concentrated. The residue was dissolved in dichloromethane again and filtered. The filtrate was concentrated to give the amine as a colorless oil (1.20 g, theory: 100%).